Dataset: the Open Reaction Database (ORD), a public repository of structured organic reaction records. Task: describe an organic reaction: reactants, conditions, products, and yield Starting materials: C(C)(CC)N1N=C(C=C1)C=1SC=C(C1)C (1-sec-butyl-3-(4-methyl-2-thienyl)-1H-pyrazole), 1V, N-dimethylformamide, S(=S)(=O)([O-])[O-].[Na+].[Na+] (sodium thiosulfate), C([O-])([O-])=O.[Na+].[Na+] (sodium carbonate), IN1C(CCC1=O)=O (N-iodosuccinimide). Conditions: time 8 hour. Yields the product C(C)(CC)N1N=C(C(=C1)I)C=1SC=C(C1)C (1-sec-butyl-4-iodo-3-(4-methyl-2-thienyl)-1H-pyrazole). Isolated yield 80.2%. Reaction SMILES: [CH:1]([N:5]1[CH:9]=[CH:8][C:7]([C:10]2[S:11][CH:12]=[C:13]([CH3:15])[CH:14]=2)=[N:6]1)([CH2:3][CH3:4])[CH3:2].[I:16]N1C(=O)CCC1=O.S([O-])([O-])(=O)=S.[Na+].[Na+].C(=O)([O-])[O-].[Na+].[Na+]>>[CH:1]([N:5]1[CH:9]=[C:8]([I:16])[C:7]([C:10]2[S:11][CH:12]=[C:13]([CH3:15])[CH:14]=2)=[N:6]1)([CH2:3][CH3:4])[CH3:2] |f:2.3.4,5.6.7|. Reported procedure: To a solution of 1-sec-butyl-3-(4-methyl-2-thienyl)-1H-pyrazole (4.9 mmol) in 14 mL dry 1V, N-dimethylformamide under argon atmosphere was added N-iodosuccinimide (5.1 mmol) in small portions at 0° C. The reaction mixture was allowed to warm to room temperature and was stirred overnight. 5% aqueous sodium thiosulfate solution and saturated aqueous sodium carbonate solution were added and the mixture was stirred at room temperature for 1 h, then extracted with MTBE. The combined organic extracts ... Reactants: C(#N)C=1N(C(=C(N1)C)C)CCCC(C)=O (2-cyano-4,5-dimethyl-1-N-(pentan-2-on-5-yl)imidazole), CC(C)([O-])C.[K+] (Potassium tert-butoxide). The solvent is O1CCCC1 (tetrahydrofuran), O1CCCC1 (tetrahydrofuran). Reaction conditions: temperature 0 celsius, time 15 minute. Yields the product C(C)(=O)C1=C(C=2N(CC1)C(=C(N2)C)C)N (7-Acetyl-8-amino-5,6-dihydro-2,3-dimethylimidazo[1,2-a]pyridine), solid. RXN SMILES: [C:1]([C:3]1[N:4]([CH2:10][CH2:11][CH2:12][C:13](=[O:15])[CH3:14])[C:5]([CH3:9])=[C:6]([CH3:8])[N:7]=1)#[N:2].CC(C)([O-])C.[K+]>O1CCCC1>[C:13]([C:12]1[CH2:11][CH2:10][N:4]2[C:5]([CH3:9])=[C:6]([CH3:8])[N:7]=[C:3]2[C:1]=1[NH2:2])(=[O:15])[CH3:14] |f:1.2|. Procedure: 102 g of 2-cyano-4,5-dimethyl-1-N-(pentan-2-on-5-yl)imidazole from Example 5 are dissolved in tetrahydrofuran (1.2 l) under a dry N2 atmosphere and cooled in an ice bath to T=0° C. Potassium tert-butoxide solution (1.0 M in THF, 640 ml) is then added dropwise over a period of about 15 min. After a further 15 min, the ice bath is removed so that the beige reaction suspension slowly warms to RT. It is then stirred vigorously for 2 h. After completion of the reaction (TLC toluene/acetone=4:1 and CH... Starting materials: C(C)(=O)NC1=CC=C(C=C1)C1=NC2=CC=CC=C2C(=N1)C(=O)O (2-(4-acetamidophenyl)quinazoline-4-carboxylic acid), Cl.COC1=C2CCNCC2=CC=C1OC (5,6-dimethoxy-1,2,3,4-tetrahydroisoquinoline hydrochloride). The product is C(C)(=O)NC1=CC=C(C=C1)C1=NC2=CC=CC=C2C(=N1)C(=O)N1CC2=CC=C(C(=C2CC1)OC)OC (2-[[2-(4-acetamidophenyl)quinazolin-4-yl]carbonyl]-5,6-dimethoxy-1,2,3,4-tetrahydroisoquinoline). Isolated yield 7.0%. As a reaction SMILES: [C:1]([NH:4][C:5]1[CH:10]=[CH:9][C:8]([C:11]2[N:20]=[C:19]([C:21]([OH:23])=O)[C:18]3[C:13](=[CH:14][CH:15]=[CH:16][CH:17]=3)[N:12]=2)=[CH:7][CH:6]=1)(=[O:3])[CH3:2].Cl.[CH3:25][O:26][C:27]1[C:36]([O:37][CH3:38])=[CH:35][CH:34]=[C:33]2[C:28]=1[CH2:29][CH2:30][NH:31][CH2:32]2>>[C:1]([NH:4][C:5]1[CH:10]=[CH:9][C:8]([C:11]2[N:20]=[C:19]([C:21]([N:31]3[CH2:30][CH2:29][C:28]4[C:33](=[CH:34][CH:35]=[C:36]([O:37][CH3:38])[C:27]=4[O:26][CH3:25])[CH2:32]3)=[O:23])[C:18]3[C:13](=[CH:14][CH:15]=[CH:16][CH:17]=3)[N:12]=2)=[CH:7][CH:6]=1)(=[O:3])[CH3:2] |f:1.2|. Procedure: Reaction of 2-(4-acetamidophenyl)quinazoline-4-carboxylic acid with 5,6-dimethoxy-1,2,3,4-tetrahydroisoquinoline hydrochloride gave compound 63 (7% yield) as a yellow solid. 1H NMR (300 MHz, DMSO-d6) δ 2.09 (s, 3H), 2.73 and 2.98 (2t, 2H), 3.49 and 4.02 (2t, 2H), 3.68-3.81 (4s, 6H), 4.41 and 4.93 (2s, 2H), 6.63 and 7.01 (2d, 1H), 6.80 and 7.08 (2d, 1H), 7.65-7.80 (m, 3H), 7.84-7.95 (2d, 1H), 8.03-8.13 (m, 2H), 8.41-8.49 (m, 2H), 10.23 (s, 1H); MS (ESI) m/z 483 ([M+H]+). As a reaction SMILES: [Br:21][CH2:22][CH2:23][CH:24]([CH3:25])[CH3:26].[CH2:1]([CH3:2])[n:3]1[n:4][cH:5][c:6]2[c:7]1[n:8][cH:9][c:10]1[c:11]2[nH:12][c:13]2[n:14]([c:15]1=[O:16])[n:17][cH:18][cH:19]2.[CH3:27][O:28][CH2:29][CH2:30][O:31][CH2:32][CH2:33][O:34][CH3:35].[Na:20]>>[CH2:1]([CH3:2])[n:3]1[n:4][cH:5][c:6]2[c:7]1[n:8][cH:9][c:10]1[c:11]2[n:12]([CH2:22][CH2:23][CH:24]([CH3:25])[CH3:26])[c:13]2[n:14]([c:15]1=[O:16])[n:17][cH:18][cH:19]2. The product is CCn1ncc2c1ncc1c(=O)n3nccc3n(CCC(C)C)c12. Reactants: CC(C)CCBr, CCn1ncc2c3[nH]c4ccnn4c(=O)c3cnc21, COCCOCCOC, [Na]. Starting materials: C(C)C1=CC=CC=C1 (ethylbenzene), Cl.CN(C(C)C)C (dimethylisopropylamine hydrochloride), [Cl-].[K+] (potassium chloride), NC1=CC(=NN1C1=C(C=C(C=C1Cl)C(F)(F)F)Cl)C#N (5-amino-3-cyano-1-(2,6-dichlor-4-trifluoromethylphenyl)pyrazole), FC(S(=O)O)(F)F (trifluoromethanesulfinic acid), S(=O)(Cl)Cl (thionyl chloride), CN(C(C)C)C (dimethylisopropylamine). Reaction conditions: temperature 0 celsius, time 1 hour. The product is C=1C(=CC(=C(C1Cl)N2C(=C(C(=N2)C#N)[S+](C(F)(F)F)[O-])N)Cl)C(F)(F)F (fipronil), crude solution. RXN SMILES: C(C1C=CC=CC=1)C.Cl.CN(C)C(C)C.[Cl-].[K+].[F:18][C:19]([F:24])([F:23])[S:20](O)=[O:21].CN(C)C(C)C.S(Cl)(Cl)=O.[NH2:35][C:36]1[N:40]([C:41]2[C:46]([Cl:47])=[CH:45][C:44]([C:48]([F:51])([F:50])[F:49])=[CH:43][C:42]=2[Cl:52])[N:39]=[C:38]([C:53]#[N:54])[CH:37]=1>>[CH:45]1[C:44]([C:48]([F:51])([F:50])[F:49])=[CH:43][C:42]([Cl:52])=[C:41]([N:40]2[N:39]=[C:38]([C:53]#[N:54])[C:37]([S+:20]([O-:21])[C:19]([F:24])([F:23])[F:18])=[C:36]2[NH2:35])[C:46]=1[Cl:47] |f:1.2,3.4|. Procedure details: A 500 ml jacketed reactor with stirrer, baffles and condenser was initially charged under a nitrogen atmosphere with 103 g of ethylbenzene, 6.3 g of dimethylisopropylamine hydrochloride (0.050 mol, 99%) and 15.5 g of potassium chloride (0.208 mmol). Subsequently, 31.5 g of trifluoromethanesulfinic acid (0.223 mol, 95.0%), 17.9 g of dimethylisopropylamine (0.203 mol, 99%) and 24.2 g of thionyl chloride (203 mmol, 99.7%) were metered in at 0° C. with cooling. After subsequently adding 54.8 g of 5-... The reactants are CCO, CCC(C)(C)Cc1cn(S(=O)(=O)N(C)C)c(C(C)(O)Cc2ccc(-c3ccccc3SC)cc2)n1, [O-][I+3]([O-])([O-])[O-], [Na+], O. Yields the product CCC(C)(C)Cc1cn(S(=O)(=O)N(C)C)c(C(C)(O)Cc2ccc(-c3ccccc3S(C)=O)cc2)n1. As a reaction SMILES: [CH2:43]([OH:44])[CH3:45].[CH3:7][C:8]([CH2:9][c:10]1[n:11][c:12]([C:21]([CH2:22][c:23]2[cH:24][cH:25][c:26](-[c:29]3[c:30]([S:35][CH3:36])[cH:31][cH:32][cH:33][cH:34]3)[cH:27][cH:28]2)([CH3:37])[OH:38])[n:13]([S:15](=[O:16])(=[O:17])[N:18]([CH3:19])[CH3:20])[cH:14]1)([CH2:39][CH3:40])[CH3:41].[I+3:1]([O-:2])([O-:3])([O-:4])[O-:5].[Na+:6].[OH2:42]>>[O:2]=[S:35]([c:30]1[c:29](-[c:26]2[cH:25][cH:24][c:23]([CH2:22][C:21]([c:12]3[n:11][c:10]([CH2:9][C:8]([CH3:7])([CH2:39][CH3:40])[CH3:41])[cH:14][n:13]3[S:15](=[O:16])(=[O:17])[N:18]([CH3:19])[CH3:20])([CH3:37])[OH:38])[cH:28][cH:27]2)[cH:34][cH:33][cH:32][cH:31]1)[CH3:36]. Starting materials: O(C1=CC=CC=C1)C=1C=C(CBr)C=CC1 (m-phenoxybenzyl bromide), FC1=CC=C(N)C=C1 (4-fluoroaniline), BrC(C(=O)O)C(C)C (α-bromoisovaleric acid). Product: m-phenoxybenzyl ester, FC1=CC=C(C=C1)N[C@@H](C(C)C)C(=O)O (N-(4-fluorophenyl)valine). Reaction SMILES: [F:1][C:2]1[CH:8]=[CH:7][C:5]([NH2:6])=[CH:4][CH:3]=1.Br[CH:10]([CH:14]([CH3:16])[CH3:15])[C:11]([OH:13])=[O:12].O(C1C=C(C=CC=1)CBr)C1C=CC=CC=1>>[F:1][C:2]1[CH:8]=[CH:7][C:5]([NH:6][C@H:10]([C:11]([OH:13])=[O:12])[CH:14]([CH3:16])[CH3:15])=[CH:4][CH:3]=1. Procedure details: The acid, N-(4-fluorophenyl)valine is prepared as above from 4-fluoroaniline and α-bromoisovaleric acid and then reacted with m-phenoxybenzyl bromide, as above, to yield the m-phenoxybenzyl ester of N-(4-fluorophenyl)valine. Reactants: N(=NC(=O)OC(C)C)C(=O)OC(C)C (diisopropyl azodicarboxylate), C(C)(=O)Cl (Acetyl Chloride), C(C)(C)(C)OC(NCCO)=O ((2-Hydroxyethyl)carbamic acid tert-butyl ester), COC(C1=CC=C(C=C1)O)=O (4-hydroxybenzoic acid methyl ester), C1(=CC=CC=C1)P(C1=CC=CC=C1)C1=CC=CC=C1 (Triphenylphosphine). Run in O1CCCC1 (tetrahydrofuran), O1CCCC1 (tetrahydrofuran). Reaction conditions: temperature 2.5 celsius, time 8 hour. Product: Cl.COC(C1=CC=C(C=C1)OCCN)=O (4-(2-aminoethoxy)benzoic acid methyl ester hydrochloride). Isolated yield 93.5%. RXN SMILES: C(OC(=O)[NH:7][CH2:8][CH2:9]O)(C)(C)C.[CH3:12][O:13][C:14](=[O:22])[C:15]1[CH:20]=[CH:19][C:18]([OH:21])=[CH:17][CH:16]=1.C1(P(C2C=CC=CC=2)C2C=CC=CC=2)C=CC=CC=1.N(C(OC(C)C)=O)=NC(OC(C)C)=O.C([Cl:59])(=O)C>O1CCCC1>[ClH:59].[CH3:12][O:13][C:14](=[O:22])[C:15]1[CH:20]=[CH:19][C:18]([O:21][CH2:9][CH2:8][NH2:7])=[CH:17][CH:16]=1 |f:6.7|. Reported procedure: (2-Hydroxyethyl)carbamic acid tert-butyl ester (152.0 g, 0.942 mol) and 4-hydroxybenzoic acid methyl ester (174.0 g, 1.12 mol) were dissolved in tetrahydrofuran (2000 ml) and cooled to 0-5° C. Triphenylphosphine (292.8 g 1.116 mol) was added to the cooled mixture. A solution of diisopropyl azodicarboxylate (246.0 g, 1.218 mol) in tetrahydrofuran (400 ml) was added dropwise over a period of one to two hours keeping the reaction temperature below 10° C. After addition, the reaction was allowed to ... Starting materials: CC1(COC(=O)Oc2c(F)c(F)c(F)c(F)c2F)COC(=O)OC1, C1CCOC1, C=Cc1ccc(N)cc1, [Cs+], [F-]. Product: C=Cc1ccc(NC(=O)OCC2(C)COC(=O)OC2)cc1. Reaction SMILES: [C:10]([O:11][CH2:12][C:13]1([CH3:20])[CH2:14][O:15][C:16](=[O:19])[O:17][CH2:18]1)([O:21][c:23]1[c:24]([F:25])[c:26]([F:27])[c:28]([F:29])[c:30]([F:31])[c:32]1[F:33])=[O:22].[CH2:36]1[O:37][CH2:38][CH2:39][CH2:40]1.[CH:1](=[CH2:2])[c:3]1[cH:4][cH:5][c:6]([NH2:7])[cH:8][cH:9]1.[Cs+:35].[F-:34]>>[CH:1](=[CH2:2])[c:3]1[cH:4][cH:5][c:6]([NH:7][C:10]([O:11][CH2:12][C:13]2([CH3:20])[CH2:14][O:15][C:16](=[O:19])[O:17][CH2:18]2)=[O:21])[cH:8][cH:9]1.